Dataset: the Open Reaction Database (ORD), a public repository of structured organic reaction records. Task: describe an organic reaction: reactants, conditions, products, and yield Reactants: CC(C)C(=O)Cl, CCOC(C)=O, CNC1CN(C(=O)Nc2ccc(C(F)(F)F)cc2)N=C1c1ccc(Cl)cc1, c1ccncc1. Product: CC(C)C(=O)N(C)C1CN(C(=O)Nc2ccc(C(F)(F)F)cc2)N=C1c1ccc(Cl)cc1. Reaction SMILES: [C:28]([CH:29]([CH3:30])[CH3:31])(=[O:32])[Cl:33].[CH3:40][CH2:41][O:42][C:43](=[O:44])[CH3:45].[F:1][C:2]([c:3]1[cH:4][cH:5][c:6]([NH:9][C:10](=[O:11])[N:12]2[N:13]=[C:14]([c:19]3[cH:20][cH:21][c:22]([Cl:25])[cH:23][cH:24]3)[CH:15]([NH:17][CH3:18])[CH2:16]2)[cH:7][cH:8]1)([F:26])[F:27].[cH:34]1[cH:35][cH:36][n:37][cH:38][cH:39]1>>[F:1][C:2]([c:3]1[cH:4][cH:5][c:6]([NH:9][C:10](=[O:11])[N:12]2[N:13]=[C:14]([c:19]3[cH:20][cH:21][c:22]([Cl:25])[cH:23][cH:24]3)[CH:15]([N:17]([CH3:18])[C:28]([CH:29]([CH3:30])[CH3:31])=[O:32])[CH2:16]2)[cH:7][cH:8]1)([F:26])[F:27]. The reactants are CC(C)(C)c1cc(NC(=O)Nc2cccc(O)c2)no1, CCOC(C)=O, COc1ccc2c(Cl)ncnc2c1, Cl, C1COCCO1. Product: COc1ccc2c(Oc3cccc(NC(=O)Nc4cc(C(C)(C)C)on4)c3)ncnc2c1. RXN SMILES: [C:1]([CH3:2])([CH3:3])([CH3:4])[c:5]1[cH:6][c:7]([NH:10][C:11](=[O:12])[NH:13][c:14]2[cH:15][c:16]([OH:20])[cH:17][cH:18][cH:19]2)[n:8][o:9]1.[CH3:41][CH2:42][O:43][C:44]([CH3:45])=[O:46].[Cl:21][c:22]1[n:23][cH:24][n:25][c:26]2[cH:27][c:28]([O:32][CH3:33])[cH:29][cH:30][c:31]12.[ClH:34].[O:35]1[CH2:36][CH2:37][O:38][CH2:39][CH2:40]1>>[C:1]([CH3:2])([CH3:3])([CH3:4])[c:5]1[cH:6][c:7]([NH:10][C:11](=[O:12])[NH:13][c:14]2[cH:15][c:16]([O:20][c:22]3[n:23][cH:24][n:25][c:26]4[cH:27][c:28]([O:32][CH3:33])[cH:29][cH:30][c:31]34)[cH:17][cH:18][cH:19]2)[n:8][o:9]1.